This data is from the Open Reaction Database (ORD), a public repository of structured organic reaction records. The task is: describe an organic reaction: reactants, conditions, products, and yield Conditions: time 4 hour. Isolated yield 94.0%. The solvent is O1CCCC1 (tetrahydrofuran), O1CCCC1 (THF). As a reaction SMILES: [CH:1]([O:3][CH:4]1[CH2:9][CH2:8][CH2:7][CH2:6][CH2:5]1)=[CH2:2].C([O:12][CH2:13]C(CC)CCCC)=C.[CH:21]([O:23]CCOCCOC=C)=C.C1C2C(=CC3C(C=2CO)=CC=CC=3)C=CC=1.C(OCCCCOC=C)=C.C(OCC1(COC=C)CCCCC1)=C.C(OC(OC=C)CCCCCCCC)=C.C1(CO)C=CC=C(CO)C=1.[H-].[Al+3].[Li+].[H-].[H-].[H-].C(Cl)(=O)C1C=CC=C(C(Cl)=O)C=1>O1CCCC1>[CH:1]([O:3][CH:4]=[CH2:5])=[CH2:2].[C:4]1([CH2:13][OH:12])[CH:5]=[CH:6][CH:7]=[C:8]([CH2:21][OH:23])[CH:9]=1 |f:8.9.10.11.12.13|. Yields the product C(=C)OC=C (divinyl ether), C1(=CC(=CC=C1)CO)CO (1,3-benzenedimethanol). Procedure: In the following examples, cyclohexyl vinyl ether (CHVE), 2-ethylhexyl vinyl ether (EHVE), diethyleneglycol divinyl ether (DGDVE) and 9-anthracenemethanol were obtained from Aldrich Chemical Company. 1,4-butanediol divinyl ether (BDVE), trimethyleneglycol trivinyl ether (TMPVE), cyclohexanedimethanol divinyl ether (CHDVE) and nonanediol divinyl ether (NDVE) were obtained from Nippon Carbide Industries, Co. Inc. 1,3-benzenedimethyl divinyl ether (BDMDVE) was synthesized from 1,3-benzenedimethanol... Reactants: C(=C)OC1CCCCC1 (cyclohexyl vinyl ether), C(=C)OC(CCCCCCCC)OC=C (nonanediol divinyl ether), C1(=CC(=CC=C1)CO)CO (1,3-benzenedimethanol), C(=C)OCCOCCOC=C (diethyleneglycol divinyl ether), C1=CC=CC2=CC3=CC=CC=C3C(=C12)CO (9-anthracenemethanol), Diacylchloride, C(=C)OCC1(CCCCC1)COC=C (cyclohexanedimethanol divinyl ether), ice, [H-].[Al+3].[Li+].[H-].[H-].[H-] (lithium aluminum hydride), trimethyleneglycol trivinyl ether, C(C1=CC(C(=O)Cl)=CC=C1)(=O)Cl (isophthaloyl dichloride), C(=C)OCC(CCCC)CC (2-ethylhexyl vinyl ether), C(=C)OCCCCOC=C (1,4-butanediol divinyl ether).